Dataset: the Open Reaction Database (ORD), a public repository of structured organic reaction records. Task: describe an organic reaction: reactants, conditions, products, and yield The reactants are C1OC=2C=C(C=CC2O1)CC(=O)OC (methyl 3,4-methylenedioxyphenylacetate), COC=1C=C(C(=O)O)C=CC1[N+](=O)[O-] (3-methoxy-4-nitrobenzoic acid), O=P12OP3(=O)OP(=O)(O1)OP(=O)(O2)O3 (P2O5). Run in C(CCl)Cl (ClCH2CH2Cl). Product: C1OC2=CC(=C(C=C2O1)CC(=O)OC)C(C1=CC(=C(C=C1)[N+](=O)[O-])OC)=O (Methyl 4,5-Methylenedioxy-2-(3-methoxy-4-nitrobenzoyl)phenylacetate). RXN SMILES: [CH2:1]1[O:9][C:8]2[CH:7]=[CH:6][C:5]([CH2:10][C:11]([O:13][CH3:14])=[O:12])=[CH:4][C:3]=2[O:2]1.[CH3:15][O:16][C:17]1[CH:18]=[C:19]([CH:23]=[CH:24][C:25]=1[N+:26]([O-:28])=[O:27])[C:20](O)=[O:21].O=P12OP3(OP(OP(O3)(O1)=O)(=O)O2)=O>C(Cl)CCl>[CH2:1]1[O:2][C:3]2[C:8](=[CH:7][C:6]([C:20](=[O:21])[C:19]3[CH:23]=[CH:24][C:25]([N+:26]([O-:28])=[O:27])=[C:17]([O:16][CH3:15])[CH:18]=3)=[C:5]([CH2:10][C:11]([O:13][CH3:14])=[O:12])[CH:4]=2)[O:9]1. Procedure: The title compound was prepared from methyl 3,4-methylenedioxyphenylacetate (1.6 g, 8.0 mmol) in ClCH2CH2Cl (50 mL), 3-methoxy-4-nitrobenzoic acid (1.8 g, 9.3 mmol) and P2O5 (4 g) as a light yellow solid (1.2 g, 3.2 mmol, 40%). 1H NMR (CDCl3) 7.84 (d, J=8.2, 1H), 7.54 (d, J=1.4, 1H), 7.32 (dd, J=8.2, 1.4, 1H), 6.85 (s, 2H), 6.07 (s, 2H), 4.00 (s, 3H), 3.85 (s, 2H), 3.64 (s, 3H). The reactants are C(C)(=O)O (acetic acid), C(C#C)(=O)OCC (ethyl propiolate), C(CCC)[Li] (n-butyllithium), ClC1=CC(=C(C=O)C=C1)[N+](=O)[O-] (4-chloro-2-nitrobenzaldehyde). The solvent is C1CCOC1 (THF), C1CCOC1 (THF), C(C)OCC (diethyl ether), C1CCOC1 (THF), C1CCOC1 (THF). Reaction conditions: temperature -70 celsius, time 90 minute. Product: ClC1=CC(=C(C=C1)C(C#CC(=O)OCC)O)[N+](=O)[O-] (Ethyl 4-(4-chloro-2-nitrophenyl)-4-hydroxy-2-butynoate). The yield is 64.7%. As a reaction SMILES: [C:1]([O:5][CH2:6][CH3:7])(=[O:4])[C:2]#[CH:3].C([Li])CCC.[Cl:13][C:14]1[CH:21]=[CH:20][C:17]([CH:18]=[O:19])=[C:16]([N+:22]([O-:24])=[O:23])[CH:15]=1.C(O)(=O)C>C1COCC1.C(OCC)C>[Cl:13][C:14]1[CH:21]=[CH:20][C:17]([CH:18]([OH:19])[C:3]#[C:2][C:1]([O:5][CH2:6][CH3:7])=[O:4])=[C:16]([N+:22]([O-:24])=[O:23])[CH:15]=1. Procedure details: To a cooled (−78° C.) solution of ethyl propiolate (8.96 mL, 88.4 mmol) in THF (100 mL) was added n-butyllithium (37.5 mL of 2.37M solution in hexane, 88.9 mmol) dropwise over 70 minutes so as to maintain the internal temperature below −70° C. Additional THF (5 mL) was used to rinse the addition funnel. A solution of 4-chloro-2-nitrobenzaldehyde (14.88 g, 80.2 mmol) in THF (30 mL) was transferred to the addition funnel and added dropwise over 47 minutes to maintain the reaction temperature below... Product: COc1ccc(CCCCCCI)cc1. Reaction SMILES: [CH3:18][C:19](=[O:20])[CH2:21][CH3:22].[CH3:1][O:2][c:3]1[cH:4][cH:5][c:6]([CH2:9][CH2:10][CH2:11][CH2:12][CH2:13][CH2:14][Br:15])[cH:7][cH:8]1.[I-:17].[Na+:16]>>[CH3:1][O:2][c:3]1[cH:4][cH:5][c:6]([CH2:9][CH2:10][CH2:11][CH2:12][CH2:13][CH2:14][I:17])[cH:7][cH:8]1. Starting materials: CCC(C)=O, COc1ccc(CCCCCCBr)cc1, [I-], [Na+]. The reactants are CN1CCOCC1 (NMM), C=1C=CC2=C(C1)N=NN2O (HOBT), C(C)(=O)C=1C(=C(N(C1C)C)C)C(=O)O (4-acetyl-1,2,5-trimethylpyrrole-3-carboxylic acid), C(CCl)Cl (EDC), COC([C@@H](N)CC1=CC=C(C=C1)OCC1=C(C=CC=C1Cl)Cl)=O (O-(2,6-dichlorobenzyl)-L-tyrosine methyl ester). Solvent: CN(C)C=O (DMF). Conditions: time 18 hour. The product is COC([C@@H](NC(=O)C1=C(N(C(=C1C(C)=O)C)C)C)CC1=CC=C(C=C1)OCC1=C(C=CC=C1Cl)Cl)=O (O-(2,6-dichlorobenzyl)-N-(4-acetyl-1,2,5-trimethyl-3-pyrroyl)-L-tyrosine methyl ester). The yield is 51.1%. As a reaction SMILES: CN1CCOCC1.C1C=CC2N(O)N=NC=2C=1.[C:18]([C:21]1[C:22]([C:29]([OH:31])=O)=[C:23]([CH3:28])[N:24]([CH3:27])[C:25]=1[CH3:26])(=[O:20])[CH3:19].C(Cl)CCl.[CH3:36][O:37][C:38](=[O:58])[C@H:39]([CH2:41][C:42]1[CH:47]=[CH:46][C:45]([O:48][CH2:49][C:50]2[C:55]([Cl:56])=[CH:54][CH:53]=[CH:52][C:51]=2[Cl:57])=[CH:44][CH:43]=1)[NH2:40]>CN(C=O)C>[CH3:36][O:37][C:38](=[O:58])[C@H:39]([CH2:41][C:42]1[CH:43]=[CH:44][C:45]([O:48][CH2:49][C:50]2[C:55]([Cl:56])=[CH:54][CH:53]=[CH:52][C:51]=2[Cl:57])=[CH:46][CH:47]=1)[NH:40][C:29]([C:22]1[C:21]([C:18](=[O:20])[CH3:19])=[C:25]([CH3:26])[N:24]([CH3:27])[C:23]=1[CH3:28])=[O:31]. Procedure details: NMM (155 mg, 169 μl, 1.54 mmol), HOBT (227 mg, 1.68 mmol), 4-acetyl-1,2,5-trimethylpyrrole-3-carboxylic acid (300 mg, 1.54 mmol) and EDC (295 mg, 1.54 mmol) were added sequentially to a stirred solution of O-(2,6-dichlorobenzyl)-L-tyrosine methyl ester hydrochloric (546 mg, 1.40 mmol) in dry DMF (15 ml). The reaction was stirred at room temperature under N2 for 18 h. The solvent was removed in vacuo and the residue partitioned between EtOAc (50 ml), and 10%aqueous Na2CO3 (40 ml). The phases were...